This data is from the Open Reaction Database (ORD), a public repository of structured organic reaction records. The task is: describe an organic reaction: reactants, conditions, products, and yield Reactants: [BH4-].[Na+] (sodium borohydride), C(=O)C=1C=CC=2N(C3=CC=CC=C3SC2C1)C (3-formyl-10-methylphenothiazine), C1CCOC1 (THF). Solvent: C(C)O (ethanol). Reaction conditions: time 10 minute. Yields the product OCC=1C=CC=2N(C3=CC=CC=C3SC2C1)C (3-Hydroxymethyl-10-methylphenothiazine). Yield: 76.2%. RXN SMILES: [BH4-].[Na+].[CH:3]([C:5]1[CH:6]=[CH:7][C:8]2[N:9]([CH3:19])[C:10]3[C:15]([S:16][C:17]=2[CH:18]=1)=[CH:14][CH:13]=[CH:12][CH:11]=3)=[O:4].C1COCC1>C(O)C>[OH:4][CH2:3][C:5]1[CH:6]=[CH:7][C:8]2[N:9]([CH3:19])[C:10]3[C:15]([S:16][C:17]=2[CH:18]=1)=[CH:14][CH:13]=[CH:12][CH:11]=3 |f:0.1|. Procedure: With ice-cooling, sodium borohydride (4.16 g, 110 mmol) was added to a mixture of 3-formyl-10-methylphenothiazine (24.6 g, 102 mmol), THF (100 ml) and ethanol (100 ml), the mixture was stirred for 10 minutes and then at room temperature for 20 minutes. The solvent was evaporated under a reduced pressure, water and 2N hydrochloric acid were added to the residue in that order, and then the reaction product was extracted with ethyl acetate. The extract was washed with a saturated sodium bicarbonate... Starting materials: C(C1=CC=CC=C1)C1=C(C=O)C=CC=C1 (2-benzylbenzaldehyde), [Br-].C(=O)(O)C1=CC=C(CC[P+](C2=CC=CC=C2)(C2=CC=CC=C2)C2=CC=CC=C2)C=C1 (4-carboxyphenethyltriphenylphosphonium bromide). Product: C(C1=CC=CC=C1)C1=C(C=CC=C1)CC=CC1=CC=C(C(=O)O)C=C1 (4-[3-(2-Benzylphenyl)prop-1-enyl]benzoic acid), C(C1=CC=CC=C1)C1=C(C=O)C=CC=C1 (2-Benzylbenzaldehyde), C(C1=CC=CC=C1)C1=C(C(=O)O)C=CC=C1 (2-benzylbenzoic acid). Reaction SMILES: [CH2:1]([C:8]1[CH:15]=[CH:14][CH:13]=[CH:12][C:9]=1[CH:10]=[O:11])[C:2]1[CH:7]=[CH:6][CH:5]=[CH:4][CH:3]=1.[Br-].[C:17]([C:20]1[CH:46]=[CH:45][C:23]([CH2:24][CH2:25][P+](C2C=CC=CC=2)(C2C=CC=CC=2)C2C=CC=CC=2)=[CH:22][CH:21]=1)([OH:19])=[O:18]>>[CH2:1]([C:8]1[CH:15]=[CH:14][CH:13]=[CH:12][C:9]=1[CH2:10][CH:25]=[CH:24][C:23]1[CH:45]=[CH:46][C:20]([C:17]([OH:19])=[O:18])=[CH:21][CH:22]=1)[C:2]1[CH:7]=[CH:6][CH:5]=[CH:4][CH:3]=1.[CH2:1]([C:8]1[CH:15]=[CH:14][CH:13]=[CH:12][C:9]=1[CH:10]=[O:11])[C:2]1[CH:3]=[CH:4][CH:5]=[CH:6][CH:7]=1.[CH2:1]([C:8]1[CH:15]=[CH:14][CH:13]=[CH:12][C:9]=1[C:10]([OH:18])=[O:11])[C:2]1[CH:3]=[CH:4][CH:5]=[CH:6][CH:7]=1 |f:1.2|. Reported procedure: 4-[3-(2-Benzylphenyl)prop-1-enyl]benzoic acid was prepared by reaction of 2-benzylbenzaldehyde with 4-carboxyphenethyltriphenylphosphonium bromide using a similar method to that of example 33(B) to give a gum. [2-Benzylbenzaldehyde (an oil) was obtained from 2-benzylbenzoic acid using a similar method to that of example 33(A)]. The reactants are O (water), P(=O)(Cl)(Cl)Cl (Phosphorous oxychloride), COC=1C=C(CCNC(CCC2=CC=C(C=C2)C(F)(F)F)=O)C=CC1OC (N-(3,4-Dimethoxyphenethyl)-3-(4-(trifluoromethyl)phenyl)propanamide), C([O-])(O)=O.[Na+] (sodium bicarbonate). Solvent: C(C)#N (acetonitrile). Product: COC=1C=C2CCN=C(C2=CC1OC)CCC1=CC=C(C=C1)C(F)(F)F (6,7-Dimethoxy-1-(4-(trifluoromethyl)phenethyl)-3,4-dihydroisoquinoline). Yield: 99.9%. Reaction SMILES: P(Cl)(Cl)(Cl)=O.[CH3:6][O:7][C:8]1[CH:9]=[C:10]([CH:28]=[CH:29][C:30]=1[O:31][CH3:32])[CH2:11][CH2:12][NH:13][C:14](=O)[CH2:15][CH2:16][C:17]1[CH:22]=[CH:21][C:20]([C:23]([F:26])([F:25])[F:24])=[CH:19][CH:18]=1.C(=O)(O)[O-].[Na+].O>C(#N)C>[CH3:6][O:7][C:8]1[CH:9]=[C:10]2[C:28](=[CH:29][C:30]=1[O:31][CH3:32])[C:14]([CH2:15][CH2:16][C:17]1[CH:22]=[CH:21][C:20]([C:23]([F:26])([F:25])[F:24])=[CH:19][CH:18]=1)=[N:13][CH2:12][CH2:11]2 |f:2.3|. Reported procedure: Phosphorous oxychloride (4.77 g, 2.9 mL, 31.0 mmol, 2.2 eq) was added to a suspension of 44a (5.37 g, 14.1 mmol, 1.0 eq) in acetonitrile (100 mL) resulting in the formation of a clear solution. The mixture was heated at reflux for 3.5 h. The resulting yellow solution was cooled to rt and concentrated under reduced pressure to a thick yellow oil. The oil was dissolved in methanol (10 mL) and water (100 mL) was added slowly with stirring. After several minutes, a thick suspension formed. The mixtu... Starting materials: CCOC(=O)CBr, O=C([O-])[O-], CCOCC, Oc1cccc(F)c1, [K+], [K+], CN(C)C=O. Yields the product CCOC(=O)COc1cccc(F)c1. Reaction SMILES: [Br:15][CH2:16][C:17](=[O:18])[O:19][CH2:20][CH3:21].[C:9](=[O:10])([O-:11])[O-:12].[CH3:22][CH2:23][O:24][CH2:25][CH3:26].[F:1][c:2]1[cH:3][c:4]([OH:8])[cH:5][cH:6][cH:7]1.[K+:13].[K+:14].[O:27]=[CH:28][N:29]([CH3:30])[CH3:31]>>[F:1][c:2]1[cH:3][c:4]([O:8][CH2:16][C:17](=[O:18])[O:19][CH2:20][CH3:21])[cH:5][cH:6][cH:7]1. Procedure: 2-Amino-9H-pyrido[2,3-b]indole-3-carboxamide (5, 196 mg, 0.866 mmol) was alkylated with methallyl bromide (0.131 mL, 1.30 mmol) according to the procedure detailed in the synthesis of 13 to afford 2-amino-9-(2-methylprop-2-en-1-yl)-9H-pyrido[2,3-b]indole-3-carboxamide (xii-a, 143 mg, 59%). Yield: 58.9%. Reactants: NC=1C(=CC2=C(NC3=CC=CC=C23)N1)C(=O)N (2-amino-9H-pyrido[2,3-b]indole-3-carboxamide), C(C(C)=C)Br (methallyl bromide), NC=1C(=CC2=C(N(C3=CC=CC=C23)C(C)C)N1)C(=O)N (2-amino-9-isopropyl-9H-pyrido[2,3-b]indole-3-carboxamide). Product: NC=1C(=CC2=C(N(C3=CC=CC=C23)CC(=C)C)N1)C(=O)N (2-amino-9-(2-methylprop-2-en-1-yl)-9H-pyrido[2,3-b]indole-3-carboxamide). RXN SMILES: [NH2:1][C:2]1[C:3]([C:15]([NH2:17])=[O:16])=[CH:4][C:5]2[C:13]3[C:8](=[CH:9][CH:10]=[CH:11][CH:12]=3)[NH:7][C:6]=2[N:14]=1.[CH2:18](Br)[C:19](=[CH2:21])[CH3:20].NC1C(C(N)=O)=CC2C3C(=CC=CC=3)N(C(C)C)C=2N=1>>[NH2:1][C:2]1[C:3]([C:15]([NH2:17])=[O:16])=[CH:4][C:5]2[C:13]3[C:8](=[CH:9][CH:10]=[CH:11][CH:12]=3)[N:7]([CH2:20][C:19]([CH3:21])=[CH2:18])[C:6]=2[N:14]=1. Starting materials: BrC=CCBr, O=C([O-])[O-], CCOC(=O)c1c[nH]c2c(c1=O)C(=O)CCC2, CN(C)C=O, [K+], [K+], O. Product: CCOC(=O)c1cn(CC=CBr)c2c(c1=O)C(=O)CCC2. As a reaction SMILES: [Br:18][CH:19]=[CH:20][CH2:21][Br:22].[C:23](=[O:24])([O-:25])[O-:26].[CH2:1]([CH3:2])[O:3][C:4](=[O:5])[c:6]1[cH:7][nH:8][c:9]2[c:14]([c:15]1=[O:16])[C:13](=[O:17])[CH2:12][CH2:11][CH2:10]2.[CH3:30][N:31]([CH3:32])[CH:33]=[O:34].[K+:27].[K+:28].[OH2:29]>>[CH2:1]([CH3:2])[O:3][C:4](=[O:5])[c:6]1[cH:7][n:8]([CH2:21][CH:20]=[CH:19][Br:18])[c:9]2[c:14]([c:15]1=[O:16])[C:13](=[O:17])[CH2:12][CH2:11][CH2:10]2. Reactants: CN(N=C(c1ccccc1)c1ccccc1)c1ccc(Cl)cc1, Cl, [Na+], C1CCOC1, [OH-]. Product: CN(N)c1ccc(Cl)cc1. As a reaction SMILES: [C:1]([c:2]1[cH:3][cH:4][cH:5][cH:6][cH:7]1)([c:8]1[cH:9][cH:10][cH:11][cH:12][cH:13]1)=[N:14][N:15]([CH3:16])[c:17]1[cH:18][cH:19][c:20]([Cl:23])[cH:21][cH:22]1.[ClH:24].[Na+:26].[O:27]1[CH2:28][CH2:29][CH2:30][CH2:31]1.[OH-:25]>>[NH2:14][N:15]([CH3:16])[c:17]1[cH:18][cH:19][c:20]([Cl:23])[cH:21][cH:22]1. The yield is 76.1%. Yields the product [N+](=O)([O-])C1=C(C(=O)NC2=CC(=CC=C2)F)C=CC=C1 (2-Nitro-N-(3-fluorophenyl)benzamide). RXN SMILES: [F:1][C:2]1[CH:3]=[C:4]([CH:6]=[CH:7][CH:8]=1)[NH2:5].[N+:9]([C:12]1[CH:20]=[CH:19][CH:18]=[CH:17][C:13]=1[C:14](Cl)=[O:15])([O-:11])=[O:10]>>[N+:9]([C:12]1[CH:20]=[CH:19][CH:18]=[CH:17][C:13]=1[C:14]([NH:5][C:4]1[CH:6]=[CH:7][CH:8]=[C:2]([F:1])[CH:3]=1)=[O:15])([O-:11])=[O:10]. Reported procedure: Using the procedure described in Example 93, Part A, 3-fluoroaniline-15.6 mmol) and 2-nitrobenzoyl chloride (17.2 mmol) yielded 3.09 g (76%) of the title compound. The reactants are FC=1C=C(N)C=CC1 (3-fluoroaniline), [N+](=O)([O-])C1=C(C(=O)Cl)C=CC=C1 (2-nitrobenzoyl chloride).